This data is from the Open Reaction Database (ORD), a public repository of structured organic reaction records. The task is: describe an organic reaction: reactants, conditions, products, and yield Reactants: C(C=CC)(=O)NC1=C(C(=O)OC)C=CC(=C1)C(=O)OC (dimethyl N-butenoylaminoterephthalate), C[SiH](OC)OC (methyldimethoxysilane). The reagents and catalysts are [H+].[H+].Cl[Pt-2](Cl)(Cl)(Cl)(Cl)Cl (hexachloroplatinic acid). Reaction conditions: temperature 60 celsius. Product: COC(C1=CC=C(C(=O)OC)C=C1)=O.C[Si](CCCC(=O)O)(OC)OC (4-(Methyldimethoxysilyl)butanoic acid terephthalic acid dimethyl ester), amide. Reaction SMILES: C(N[C:7]1[CH:16]=[C:15]([C:17]([O:19][CH3:20])=[O:18])[CH:14]=[CH:13][C:8]=1[C:9]([O:11][CH3:12])=[O:10])(=O)C=CC.[CH3:21][SiH:22]([O:25][CH3:26])[O:23][CH3:24]>[H+].[H+].Cl[Pt-2](Cl)(Cl)(Cl)(Cl)Cl>[CH3:20][O:19][C:17](=[O:18])[C:15]1[CH:14]=[CH:13][C:8]([C:9]([O:11][CH3:12])=[O:10])=[CH:7][CH:16]=1.[CH3:21][Si:22]([O:25][CH3:26])([O:23][CH3:24])[CH2:7][CH2:16][CH2:15][C:17]([OH:19])=[O:18] |f:2.3.4,5.6|. Procedure details: 55.5 g (0.2 mol) of dimethyl N-butenoylaminoterephthalate are mixed with 175 mg of hexachloroplatinic acid (as a catalyst) and 85 g (0.8 mol; excess) of methyldimethoxysilane under an inert gas. Gas bubbles which form on the crystals of the catalyst indicate the immediate start of the reaction. The mixture is stirred up at short intervals of time, and after about half an hour is heated to the reflux temperature (about 60° C.) and kept under reflux for 25 hours. The reaction mixture is concentrat... The reactants are FC=1C=NC=C(C(=NO)Cl)C1 (5-Fluoro-N-hydroxynicotinimidoyl chloride), C(#C)C=1C=C(C=CC1)C(C)=O (1-(3-ethynylphenyl)ethanone), N (NH3). The product is FC=1C=C(C=NC1)C1=NOC(=C1)C=1C=C(C=CC1)C(C)=O (1-(3-(3-(5-Fluoropyridin-3-yl)isoxazol-5-yl)phenyl)ethanone). Reaction SMILES: [F:1][C:2]1[CH:3]=[N:4][CH:5]=[C:6]([CH:11]=1)[C:7](Cl)=[N:8][OH:9].[C:12]([C:14]1[CH:15]=[C:16]([C:20](=[O:22])[CH3:21])[CH:17]=[CH:18][CH:19]=1)#[CH:13].N>>[F:1][C:2]1[CH:11]=[C:6]([C:7]2[CH:13]=[C:12]([C:14]3[CH:15]=[C:16]([C:20](=[O:22])[CH3:21])[CH:17]=[CH:18][CH:19]=3)[O:9][N:8]=2)[CH:5]=[N:4][CH:3]=1. Reported procedure: The titled compound was prepared according to Method CB using the product of product of Example 28B (88 mg, 0.5 mmol) and 1-(3-ethynylphenyl)ethanone (GFS Chemicals, 72 mg, 0.5 mmol). 1H NMR (300 MHz, MeOH-d4) δ 2.69 (s, 3H), 7.54 (s, 1H), 7.71 (t, J=7.5 Hz, 1H), 8.08-8.24 (m, 3H), 8.51 (t, J=1.8 Hz, 1H), 8.62 (d, J=2.8 Hz, 1H), 8.99 (t, J=1.6 Hz, 1H) ppm; MS (DCI/NH3) m/z 283 (M+H)+.